This data is from the Open Reaction Database (ORD), a public repository of structured organic reaction records. The task is: describe an organic reaction: reactants, conditions, products, and yield The reactants are CC1(C=NC(CC=CCCC=CC1)CCCCCC)C (3,3-dimethyl-12-hexyl-1-aza-1,5,9-cyclododecatriene), S(=O)(=O)(O)O.NO (hydroxylamine sulfate), Cl (hydrochloric acid). The solvent is O (water). The product is CC(C=NO)(CC=CCCC=CCC(N)CCCCCC)C (2,2-dimethyl-11-n-hexyl-11-amino-undeca-4,8-dienal oxime). The yield is 200.5%. Reaction SMILES: [CH3:1][C:2]1([CH3:20])[CH2:13][CH:12]=[CH:11][CH2:10][CH2:9][CH:8]=[CH:7][CH2:6][CH:5]([CH2:14][CH2:15][CH2:16][CH2:17][CH2:18][CH3:19])[N:4]=[CH:3]1.S(O)(O)(=O)=O.[NH2:26][OH:27].Cl>O>[CH3:1][C:2]([CH3:20])([CH2:13][CH:12]=[CH:11][CH2:10][CH2:9][CH:8]=[CH:7][CH2:6][CH:5]([CH2:14][CH2:15][CH2:16][CH2:17][CH2:18][CH3:19])[NH2:4])[CH:3]=[N:26][OH:27] |f:1.2|. Procedure details: The procedure described in Example 1(b) is repeated, except that 113 g (0.41 mol) of 3,3-dimethyl-12-hexyl-1-aza-1,5,9-cyclododecatriene, 33 g (0.202 mol) of hydroxylamine sulfate, 50 g of concentrated hydrochloric acid and 250 ml of water are used. Working up yields 125 g (0.405 mol) of 2,2-dimethyl-11-n-hexyl-11-amino-undeca-4,8-dienal oxime; yield 99% of theory.